describe an organic reaction: reactants, conditions, products, and yield From a dataset of the Open Reaction Database (ORD), a public repository of structured organic reaction records. The reactants are Cc1cc(-c2cccc(C(=O)CC(=O)Nc3cc(C(F)(F)F)c(Cl)cc3NC(=O)OC(C)(C)C)c2)cc(C)n1, ClCCl, O=C(O)C(F)(F)F. The product is Cc1cc(-c2cccc(C3=Nc4cc(Cl)c(C(F)(F)F)cc4NC(=O)C3)c2)cc(C)n1. As a reaction SMILES: [C:1]([O:2][C:3](=[O:4])[NH:7][c:8]1[c:9]([NH:19][C:20]([CH2:21][C:22](=[O:5])[c:24]2[cH:25][c:26](-[c:30]3[cH:31][c:32]([CH3:37])[n:33][c:34]([CH3:36])[cH:35]3)[cH:27][cH:28][cH:29]2)=[O:38])[cH:10][c:11]([C:15]([F:16])([F:17])[F:18])[c:12]([Cl:14])[cH:13]1)([CH3:6])([CH3:23])[CH3:39].[Cl:47][CH2:48][Cl:49].[F:40][C:41]([F:42])([F:43])[C:44]([OH:45])=[O:46]>>[N:7]1=[C:22]([c:24]2[cH:25][c:26](-[c:30]3[cH:31][c:32]([CH3:37])[n:33][c:34]([CH3:36])[cH:35]3)[cH:27][cH:28][cH:29]2)[CH2:21][C:20](=[O:38])[NH:19][c:9]2[c:8]1[cH:13][c:12]([Cl:14])[c:11]([C:15]([F:16])([F:17])[F:18])[cH:10]2.